Dataset: the Open Reaction Database (ORD), a public repository of structured organic reaction records. Task: describe an organic reaction: reactants, conditions, products, and yield The reactants are CC1(OC(=O)CC(=O)O1)C (meldrum's acid), C(CCCCC)(=O)Cl (hexanoyl chloride), ClCCl (dichloromethane). The solvent is N1=CC=CC=C1 (pyridine). Reaction conditions: time 1 hour. Product: O=C(CC(=O)OC(C)(C)C)CCCCCC (tert-Butyl 3-oxononanoate). As a reaction SMILES: [CH3:1][C:2]1([CH3:10])[O:9][C:7](=[O:8])[CH2:6][C:4](=[O:5])O1.[C:11](Cl)(=O)[CH2:12][CH2:13][CH2:14][CH2:15][CH3:16].Cl[CH2:20]Cl>N1C=CC=CC=1>[O:5]=[C:4]([CH2:11][CH2:12][CH2:13][CH2:14][CH2:15][CH3:16])[CH2:6][C:7]([O:9][C:2]([CH3:1])([CH3:10])[CH3:20])=[O:8]. Procedure details: In a mixture of 100 ml of dichloromethane and 32 ml of pyridine was dissolved 25.0 g of meldrum's acid. Under cooling with ice, 10.0 g of hexanoyl chloride was added dropwise to the solution, followed by stirring under room temperature for 1 hour. The solvent was removed and to the residue was added water. The mixture was extracted with ethyl acetate. The extract was washed with 1N hydrochloric acid and dried over anhydrous magnesium sulfate. The solvent was removed under reduced pressure and th... Starting materials: FC=1C=C(C[C@@H]2N(CC[C@H](C2)C2=CC(NO2)=O)C(=O)OC)C=CC1F (Trans-methyl 2-(3,4-difluorobenzyl)-4-(3-oxo-2,3-dihydroisoxazol-5-yl)piperidine-1-carboxylate). Solvent: CCCCCCC (Heptane). The product is FC=1C=C(C[C@H]2N(CC[C@@H](C2)C2=CC(NO2)=O)C(=O)OC)C=CC1F ((2S,4S)-methyl 2-(3,4-difluorobenzyl)-4-(3-oxo-2,3-dihydroisoxazol-5-yl)piperidine-1-carboxylate), FC=1C=C(C[C@@H]2N(CC[C@H](C2)C2=CC(NO2)=O)C(=O)OC)C=CC1F ((2R,4R)-methyl 2-(3,4-difluorobenzyl)-4-(3-oxo-2,3-dihydroisoxazol-5-yl)piperidine-1-carboxylate). The yield is 38.0%. RXN SMILES: [F:1][C:2]1[CH:3]=[C:4]([CH:22]=[CH:23][C:24]=1[F:25])[CH2:5][C@H:6]1[CH2:11][C@H:10]([C:12]2[O:16][NH:15][C:14](=[O:17])[CH:13]=2)[CH2:9][CH2:8][N:7]1[C:18]([O:20][CH3:21])=[O:19]>CCCCCCC>[F:1][C:2]1[CH:3]=[C:4]([CH:22]=[CH:23][C:24]=1[F:25])[CH2:5][C@@H:6]1[CH2:11][C@@H:10]([C:12]2[O:16][NH:15][C:14](=[O:17])[CH:13]=2)[CH2:9][CH2:8][N:7]1[C:18]([O:20][CH3:21])=[O:19].[F:1][C:2]1[CH:3]=[C:4]([CH:22]=[CH:23][C:24]=1[F:25])[CH2:5][C@H:6]1[CH2:11][C@H:10]([C:12]2[O:16][NH:15][C:14](=[O:17])[CH:13]=2)[CH2:9][CH2:8][N:7]1[C:18]([O:20][CH3:21])=[O:19]. Reported procedure: Trans-methyl 2-(3,4-difluorobenzyl)-4-(3-oxo-2,3-dihydroisoxazol-5-yl)piperidine-1-carboxylate (83 mg, 0.24 mmol) was subjected to chiral preparative HPLC (Column: ReproSil (250×20), 8 μm particle size, mobile phase: Heptane/(MTBE/MeOH 95/5) 70/30, flow rate 18 mL/min) to yield (2S,4S)-methyl 2-(3,4-difluorobenzyl)-4-(3-oxo-2,3-dihydroisoxazol-5-yl)piperidine-1-carboxylate (45 mg, 54%), Chiral purity 99.6% ee and (2R,4R)-methyl 2-(3,4-difluorobenzyl)-4-(3-oxo-2,3-dihydroisoxazol-5-yl)piperidine-... Reactants: Br, O=N[O-], CN1CCc2nc(N)sc2C1, [Na+], [Na+], [OH-], O. The product is CN1CCc2nc(Br)sc2C1. RXN SMILES: [BrH:12].[N:13]([O-:14])=[O:15].[NH2:1][c:2]1[s:3][c:4]2[c:9]([n:10]1)[CH2:8][CH2:7][N:6]([CH3:11])[CH2:5]2.[Na+:16].[Na+:18].[OH-:17].[OH2:19]>>[c:2]1([Br:12])[s:3][c:4]2[c:9]([n:10]1)[CH2:8][CH2:7][N:6]([CH3:11])[CH2:5]2. Starting materials: CCO, [Na+], N#C[Na], O, O=S([O-])O, O=CCCc1ccccc1. The product is N#CC(O)CCc1ccccc1. Reaction SMILES: [CH3:20][CH2:21][OH:22].[Na+:15].[Na:16][C:17]#[N:18].[OH2:19].[S:11](=[O:12])([OH:13])[O-:14].[c:1]1([CH2:7][CH2:8][CH:9]=[O:10])[cH:2][cH:3][cH:4][cH:5][cH:6]1>>[c:1]1([CH2:7][CH2:8][CH:9]([OH:10])[C:17]#[N:18])[cH:2][cH:3][cH:4][cH:5][cH:6]1. RXN SMILES: Br[C:2]1[CH:22]=[C:21]([CH3:23])[C:5]([O:6][C:7]2[C:12]([CH3:13])=[C:11]([NH:14][CH:15]([CH2:18][CH3:19])[CH2:16][CH3:17])[CH:10]=[C:9]([CH3:20])[N:8]=2)=[C:4]([CH3:24])[CH:3]=1.C([Li])CCC.[CH:30](=[O:32])[CH3:31]>C1COCC1>[CH2:16]([CH:15]([NH:14][C:11]1[CH:10]=[C:9]([CH3:20])[N:8]=[C:7]([O:6][C:5]2[C:21]([CH3:23])=[CH:22][C:2]([CH:30]([OH:32])[CH3:31])=[CH:3][C:4]=2[CH3:24])[C:12]=1[CH3:13])[CH2:18][CH3:19])[CH3:17]. Solvent: C1CCOC1 (THF). Reported procedure: To a solution of [2-(4-bromo-2,6-dimethyl-phenoxy)-3,6-dimethyl-pyridin-4-yl]-(1-ethyl-propyl)-amine in dry THF was added n-butyllithium at −78° C. After stirring at −78° C. for 10 min, acetaldehyde was added and the resulting mixture was stirred at −78° C. for 30 min, the dry-ice bath was removed. After stirring for 5 min, the mixture was quenched with brine and extracted with ethyl acetate. The organic layer was separated, dried, and concentrated to dryness. The residue was purified through si... Reactants: BrC1=CC(=C(OC2=NC(=CC(=C2C)NC(CC)CC)C)C(=C1)C)C ([2-(4-bromo-2,6-dimethyl-phenoxy)-3,6-dimethyl-pyridin-4-yl]-(1-ethyl-propyl)-amine), C(CCC)[Li] (n-butyllithium), C(C)=O (acetaldehyde). The product is C(C)C(CC)NC1=C(C(=NC(=C1)C)OC1=C(C=C(C=C1C)C(C)O)C)C (1-{4-[4-(1-Ethyl-propylamino)-3,6-dimethyl-pyridin-2-yloxy]-3,5-dimethyl-phenyl}-ethanol). Run at temperature -78 celsius, time 10 minute. Product: C1CNCC=2C=CC=C3C[C@H]4[C@H](N1C23)CCC4 (Trans 1,2,3,4,8,8a,9,10,11,11a-decahydro-cyclopenta[b][1,4]diazepino[6,7,1-ij]quinoline). Procedure: A flask containing Cis 2-(1,2,3,3a,9,9a-Hexahydro-cyclopenta[b]quinolin-4-yl)-ethylamine (0.18 g, 0.84 mmol) and 0.07 ml of 37% aqueous formaldehyde in 2 ml of EtOH was treated with TFA (0.07 mL, 0.92 mmol) at room temperature for 1 hr. The mixture was concentrated under reduced pressure, and the residue was taken up in dichloromethane, washed with 1 N NaOH (15 mL), Brine (15 mL) and then dried with MgSO4. Evaporation and flash chromatography (10% 2N NH3 in ethanol/dichloromethane) afforded the ... RXN SMILES: [CH2:1]1[C@H:13]2[C@H:4]([N:5]([CH2:14][CH2:15][NH2:16])[C:6]3[CH:7]=[CH:8][CH:9]=[CH:10][C:11]=3[CH2:12]2)[CH2:3][CH2:2]1.C=O.[C:19](O)(C(F)(F)F)=O>CCO>[CH2:14]1[N:5]2[C:6]3[C:11]([CH2:12][C@@H:13]4[CH2:1][CH2:2][CH2:3][C@H:4]42)=[CH:10][CH:9]=[CH:8][C:7]=3[CH2:19][NH:16][CH2:15]1. The reactants are C1CC[C@H]2N(C=3C=CC=CC3C[C@H]21)CCN (Cis 2-(1,2,3,3a,9,9a-Hexahydro-cyclopenta[b]quinolin-4-yl)-ethylamine), C=O (formaldehyde), C(=O)(C(F)(F)F)O (TFA). Run in CCO (EtOH). Starting materials: CC#N, O=[N+]([O-])c1cc(C(F)(F)F)cnc1O, BrOBr, [P+5]. Yields the product O=[N+]([O-])c1cc(C(F)(F)F)cnc1Br. RXN SMILES: [CH3:19][C:20]#[N:21].[N+:1](=[O:2])([O-:3])[c:4]1[c:5]([OH:14])[n:6][cH:7][c:8]([C:10]([F:11])([F:12])[F:13])[cH:9]1.[O:15]([Br:16])[Br:17].[P+5:18]>>[N+:1](=[O:2])([O-:3])[c:4]1[c:5]([Br:16])[n:6][cH:7][c:8]([C:10]([F:11])([F:12])[F:13])[cH:9]1.